Dataset: the Open Reaction Database (ORD), a public repository of structured organic reaction records. Task: describe an organic reaction: reactants, conditions, products, and yield The reactants are C(C)N(CCO)C1=CC=C(C=C1)[N+](=O)[O-] (4-[N-ethyl,N-(2-hydroxyethyl)amino]nitrobenzene), S(=O)(Cl)Cl (thionyl chloride), resultant mixture. Run in C(Cl)(Cl)Cl (chloroform). Conditions: temperature 80 celsius. Yields the product C(C)N(CCCl)C1=CC=C(C=C1)[N+](=O)[O-] (4-[N-Ethyl,N-(2-chloroethyl)amino]nitrobenzene). Yield: 91.7%. As a reaction SMILES: [CH2:1]([N:3]([C:7]1[CH:12]=[CH:11][C:10]([N+:13]([O-:15])=[O:14])=[CH:9][CH:8]=1)[CH2:4][CH2:5]O)[CH3:2].S(Cl)([Cl:18])=O>C(Cl)(Cl)Cl>[CH2:1]([N:3]([C:7]1[CH:12]=[CH:11][C:10]([N+:13]([O-:15])=[O:14])=[CH:9][CH:8]=1)[CH2:4][CH2:5][Cl:18])[CH3:2]. Procedure: To a solution of 3.0 g (14.3 mmol) of 4-[N-ethyl,N-(2-hydroxyethyl)amino]nitrobenzene in 20 ml of chloroform, 2.1 ml (28.8 mmol) of thionyl chloride were added. After the resultant mixture was stirred under heat at 80° C. for 2 hours, the solvent was distilled out under reduced pressure. The residue was purified by chromatography on a silica gel column (ethyl acetate/n-hexane=1/1), whereby 3.0 g of yellow powder were obtained (yield: 92%). The reactants are C1(=CC=CC=C1)N1C(NC(C1)=O)=O (1-phenyl-imidazolidin-2,4-dione), O(C1=CC=CC=C1)C1=C(C(=O)Cl)C=CC=C1 (2-phenoxybenzoyl chloride). Solvent: N1=CC=CC=C1 (pyridine). The product is O(C1=CC=CC=C1)C1=C(C(=O)N2C(N(CC2=O)C2=CC=CC=C2)=O)C=CC=C1 (3-(2-phenoxybenzoyl)-1phenyl-imidazolidin-2,4-dione). The yield is 34.5%. RXN SMILES: [C:1]1([N:7]2[CH2:11][C:10](=[O:12])[NH:9][C:8]2=[O:13])[CH:6]=[CH:5][CH:4]=[CH:3][CH:2]=1.[O:14]([C:21]1[CH:29]=[CH:28][CH:27]=[CH:26][C:22]=1[C:23](Cl)=[O:24])[C:15]1[CH:20]=[CH:19][CH:18]=[CH:17][CH:16]=1>N1C=CC=CC=1>[O:14]([C:21]1[CH:29]=[CH:28][CH:27]=[CH:26][C:22]=1[C:23]([N:9]1[C:10](=[O:12])[CH2:11][N:7]([C:1]2[CH:2]=[CH:3][CH:4]=[CH:5][CH:6]=2)[C:8]1=[O:13])=[O:24])[C:15]1[CH:16]=[CH:17][CH:18]=[CH:19][CH:20]=1. Procedure details: In a similar manner to Example 8, 500 mg (2.80 mmol) of 1-phenyl-imidazolidin-2,4-dione were reacted with 700 mg (3.00 mmol) of 2-phenoxybenzoyl chloride. After completion of the reaction, pyridine was distilled off under reduced pressure, and the resultant residue was subjected to extraction with ethyl acetate. The organic layer was washed with dilute hydrochloric acid and with saturated saline. The thus-washed organic layer was dried over anhydrous magnesium sulfate, and the solvent was then d... The reactants are C1CCOC1, N#Cc1cnc(Cl)s1, O=C(O)C(F)(F)F, [H-], CC(=O)N1CCN(c2cc(N)ncn2)CC1, [Na+], O. The product is CC(=O)N1CCN(c2cc(Nc3ncc(C#N)s3)ncn2)CC1. Reaction SMILES: [CH2:34]1[O:35][CH2:36][CH2:37][CH2:38]1.[Cl:26][c:27]1[s:28][c:29]([C:32]#[N:33])[cH:30][n:31]1.[F:17][C:18]([F:19])([F:20])[C:21]([OH:22])=[O:23].[H-:24].[NH2:1][c:2]1[cH:3][c:4]([N:8]2[CH2:9][CH2:10][N:11]([C:14]([CH3:15])=[O:16])[CH2:12][CH2:13]2)[n:5][cH:6][n:7]1.[Na+:25].[OH2:39]>>[NH:1]([c:2]1[cH:3][c:4]([N:8]2[CH2:9][CH2:10][N:11]([C:14]([CH3:15])=[O:16])[CH2:12][CH2:13]2)[n:5][cH:6][n:7]1)[c:27]1[s:28][c:29]([C:32]#[N:33])[cH:30][n:31]1. The reactants are Cl, N#CN, COC(=N)C(C#N)c1ccccc1, c1ccccc1. Product: COC(=NC#N)C(C#N)c1ccccc1. Reaction SMILES: [ClH:1].[NH2:15][C:16]#[N:17].[c:2]1([CH:8]([C:9]([O:10][CH3:11])=[NH:12])[C:13]#[N:14])[cH:3][cH:4][cH:5][cH:6][cH:7]1.[cH:18]1[cH:19][cH:20][cH:21][cH:22][cH:23]1>>[c:2]1([CH:8]([C:9]([O:10][CH3:11])=[N:12][C:16]#[N:15])[C:13]#[N:14])[cH:3][cH:4][cH:5][cH:6][cH:7]1. The reactants are aqueous solution, [OH-].[Na+] (sodium hydroxide), C(C)OC(=O)CCCN(OC)C1=NC2=CC=C(C=C2C(=N1)NCC1=CC2=C(C=C1)OCO2)C#N (2-[N-(3-ethoxycarbonylpropyl)-N-methoxyamino]-4-(3,4-methylenedioxybenzyl)amino-6-cyanoquinazoline), C(C)O (ethanol), Cl (hydrochloric acid). Reaction conditions: temperature 50 celsius, time 10 minute. Yields the product C(=O)(O)CCCN(C)C1=NC2=CC=C(C=C2C(=N1)NCC1=CC2=C(C=C1)OCO2)C#N (2-[N-(3-Carboxypropyl)-N-methylamino]-4-(3,4-methylenedioxybenzyl)amino-6-cyanoquinazoline). Reaction SMILES: [OH-].[Na+].C([O:5][C:6]([CH2:8][CH2:9][CH2:10][N:11]([C:14]1[N:23]=[C:22]([NH:24][CH2:25][C:26]2[CH:31]=[CH:30][C:29]3[O:32][CH2:33][O:34][C:28]=3[CH:27]=2)[C:21]2[C:16](=[CH:17][CH:18]=[C:19]([C:35]#[N:36])[CH:20]=2)[N:15]=1)OC)=[O:7])C.Cl.[CH2:38](O)C>>[C:6]([CH2:8][CH2:9][CH2:10][N:11]([C:14]1[N:23]=[C:22]([NH:24][CH2:25][C:26]2[CH:31]=[CH:30][C:29]3[O:32][CH2:33][O:34][C:28]=3[CH:27]=2)[C:21]2[C:16](=[CH:17][CH:18]=[C:19]([C:35]#[N:36])[CH:20]=2)[N:15]=1)[CH3:38])([OH:5])=[O:7] |f:0.1|. Procedure details: 20 ml of ethanol and 2.61 ml of a 1N aqueous solution of sodium hydroxide were added to 389 mg of 2-[N-(3-ethoxycarbonylpropyl)-N-methoxyamino]-4-(3,4-methylenedioxybenzyl)amino-6-cyanoquinazoline. The obtained mixture was stirred at room temperature for 4 hours and at 50° C. for 10 minutes and neutralized with 1N hydrochloric acid. The crystals precipitated were recovered by filtration, purified by silica gel column chromatography (chloroform/methanol) and recrystallized from ethanol/acetone/wa... Starting materials: BrC=1SC=C(N1)C(=O)NC=1C=NN(C1[C@@H]1CC[C@H]([C@H](CO1)OC)NC(OC(C)(C)C)=O)C (tert-butyl ((3R,4R,7S)-7-(4-(2-bromothiazole-4-carboxamido)-1-methyl-1H-pyrazol-5-yl)-3-methoxyoxepan-4-yl)carbamate), BrC=1SC=C(N1)C(=O)NC=1C=NN(C1[C@@H]1CC[C@H]([C@H](CO1)OC)NC(OC(C)(C)C)=O)C (tert-butyl ((3R,4R,7S)-7-(4-(2-bromothiazole-4-carboxamido)-1-methyl-1H-pyrazol-5-yl)-3-methoxyoxepan-4-yl)carbamate), FC1=C(C(=CC=C1)F)B(O)O ((2,6-difluorophenyl)boronic acid). Yields the product N[C@@H]1CC[C@H](OC[C@@H]1OC)C1=C(C=NN1C)NC(=O)C=1N=C(SC1)C1=C(C=CC=C1F)F (N-(5-((2S,5R,6R)-5-amino-6-methoxyoxepan-2-yl)-1-methyl-1H-pyrazol-4-yl)-2-(2,6-difluorophenyl)thiazole-4-carboxamide). RXN SMILES: Br[C:2]1[S:3][CH:4]=[C:5]([C:7]([NH:9][C:10]2[CH:11]=[N:12][N:13]([CH3:32])[C:14]=2[C@H:15]2[O:21][CH2:20][C@H:19]([O:22][CH3:23])[C@H:18]([NH:24]C(=O)OC(C)(C)C)[CH2:17][CH2:16]2)=[O:8])[N:6]=1.[F:33][C:34]1[CH:39]=[CH:38][CH:37]=[C:36]([F:40])[C:35]=1B(O)O>>[NH2:24][C@H:18]1[C@@H:19]([O:22][CH3:23])[CH2:20][O:21][C@H:15]([C:14]2[N:13]([CH3:32])[N:12]=[CH:11][C:10]=2[NH:9][C:7]([C:5]2[N:6]=[C:2]([C:35]3[C:34]([F:33])=[CH:39][CH:38]=[CH:37][C:36]=3[F:40])[S:3][CH:4]=2)=[O:8])[CH2:16][CH2:17]1. Reported procedure: Following the procedure for Example 101 starting from tert-butyl ((3R,4R,7S)-7-(4-(2-bromothiazole-4-carboxamido)-1-methyl-1H-pyrazol-5-yl)-3-methoxyoxepan-4-yl)carbamate (Intermediate 101), and replacing 3,6-dihydro-2H-pyran-4-boronic acid pinacol ester with (2,6-difluorophenyl)boronic acid gave 221. 1H NMR (400 MHz, DMSO-d6) δ 10.11 (s, 1H), 8.65 (s, 1H), 7.92 (s, 1H), 7.74-7.62 (m, 1H), 7.38 (t, J=8.8 Hz, 2H), 5.08 (t, J=5.7 Hz, 1H), 3.93-3.75 (m, 2H), 3.72 (s, 3H), 3.52-3.44 (m, 1H), 3.03 (s... The reactants are BrCc1ccccc1, CCOC(C)=O, Cn1ncnc1C1OCCO1. Product: [Br-], C[n+]1ncn(Cc2ccccc2)c1C1OCCO1. Reaction SMILES: [Br:12][CH2:13][c:14]1[cH:15][cH:16][cH:17][cH:18][cH:19]1.[CH3:20][CH2:21][O:22][C:23](=[O:24])[CH3:25].[O:1]1[CH:2]([c:6]2[n:7][cH:8][n:9][n:10]2[CH3:11])[O:3][CH2:4][CH2:5]1>>[Br-:12].[O:1]1[CH:2]([c:6]2[n:7]([CH2:13][c:14]3[cH:15][cH:16][cH:17][cH:18][cH:19]3)[cH:8][n:9][n+:10]2[CH3:11])[O:3][CH2:4][CH2:5]1. The reactants are CC(C#N)(O)C (acetone cyanohydrin), O (water), NCC(C)N (1,2-diaminopropane), O (water). The solvent is CC(=O)C (acetone). Reaction conditions: time 24 hour. Product: CC1(C(NC(CN1)C)=O)C (3,3,6-trimethyl-2-piperazinone). Reaction SMILES: [NH2:1][CH2:2][CH:3]([NH2:5])[CH3:4].[CH3:6][C:7]([CH3:11])(O)[C:8]#N.[OH2:12]>CC(C)=O>[CH3:6][C:7]1([CH3:11])[NH:1][CH2:2][CH:3]([CH3:4])[NH:5][C:8]1=[O:12]. Reported procedure: In a manner analogous to that described in U.S. Pat. No. 2,920,077, 148.3 g (2 moles) of 1,2-diaminopropane and about 500 ml water are placed in a 2-liter 3-necked flask. While stirring, 170.2 g (2moles) of acetone cyanohydrin in 100 ml water are added in 20 min. The reaction is allowed to proceed at 80°-92° C. for 24 hr then water and unreacted materials are removed at 15 mm Hg. The residue, which formed a solid on standing, when dissolved in acetone and recrystallized was found to melt at 115°... The reactants are Cl.C(C1=CC=CC=C1)N1C=NC=C1C(CCC(C1=CC=CC=C1)C1=CC=CC=C1)O (1-benzyl-5-(1-hydroxy-4,4-diphenylbutyl)-1H-imidazole hydrochloride), S(=O)(=O)(O)[O-].[K+] (potassium hydrogen sulphate). The solvent is C(C)O (ethanol). Product: C(C1=CC=CC=C1)N1C=NC=C1C=CCC(C1=CC=CC=C1)C1=CC=CC=C1 (1-benzyl-5-(4,4-diphenyl-1-butenyl)-1H-imidazole). As a reaction SMILES: Cl.[CH2:2]([N:9]1[C:13]([CH:14](O)[CH2:15][CH2:16][CH:17]([C:24]2[CH:29]=[CH:28][CH:27]=[CH:26][CH:25]=2)[C:18]2[CH:23]=[CH:22][CH:21]=[CH:20][CH:19]=2)=[CH:12][N:11]=[CH:10]1)[C:3]1[CH:8]=[CH:7][CH:6]=[CH:5][CH:4]=1.S([O-])(O)(=O)=O.[K+]>C(O)C>[CH2:2]([N:9]1[C:13]([CH:14]=[CH:15][CH2:16][CH:17]([C:24]2[CH:25]=[CH:26][CH:27]=[CH:28][CH:29]=2)[C:18]2[CH:19]=[CH:20][CH:21]=[CH:22][CH:23]=2)=[CH:12][N:11]=[CH:10]1)[C:3]1[CH:4]=[CH:5][CH:6]=[CH:7][CH:8]=1 |f:0.1,2.3|. Reported procedure: 1-benzyl-5-(1-hydroxy-4,4-diphenylbutyl)-1H-imidazole hydrochloride (5,0 g) and 30,0 g of anhydrous potassium hydrogen sulphate are heated at 150° C. for 4 hours. The mixture is cooled, 90 ml of ethanol is added to dissolve the product. The mixture is then filtered and the filtrate is evaporated to minor volume. Water is added and the mixture is made alkaline with sodium hydroxide. The product is extracted in methylene chloride, washed with water and evaporated to dryness. The product is then ma...